This data is from the Open Reaction Database (ORD), a public repository of structured organic reaction records. The task is: describe an organic reaction: reactants, conditions, products, and yield Starting materials: BrC1=C(C(=O)OC)C=C(C=C1)F (Methyl 2-bromo-5-fluorobenzoate), [BH4-].[Na+] (NaBH4), O (Water), CO (Methanol). The solvent is C1CCOC1 (THF). Conditions: time 1 hour. The product is BrC1=C(C=C(C=C1)F)CO ((2-bromo-5-fluorophenyl)methanol). As a reaction SMILES: [Br:1][C:2]1[CH:11]=[CH:10][C:9]([F:12])=[CH:8][C:3]=1[C:4](OC)=[O:5].[BH4-].[Na+].CO.O>C1COCC1>[Br:1][C:2]1[CH:11]=[CH:10][C:9]([F:12])=[CH:8][C:3]=1[CH2:4][OH:5] |f:1.2|. Procedure: To a solution of methyl 2-bromo-5-fluorobenzoate (10, 21.30 g, 91.4 mmol) in dry THF (150 mL) was added NaBH4 (6.95 g, 183 mmol). Methanol (20 mL) was added dropwise at RT. After the addition, the mixture was stirred at RT for 1 h. Water (200 mL) was slowly added. The mixture was extracted with CH2Cl2 (100 mL×2). The combined extracts were washed with saturated NaHCO3 and brine, dried over MgSO4 and concentrated to give (2-bromo-5-fluorophenyl)methanol (11). Reactants: [Al+3], [BH4-], C1CCOC1, Cc1ccccc1, [Ce+3], [Cl-], [Cl-], [Cl-], [H-], [H-], [H-], [H-], [Li+], [Na+], O=[PH](c1ccc2c(c1)OCO2)c1ccc2c(c1)OCO2. Yields the product B, c1cc2c(cc1Pc1ccc3c(c1)OCO3)OCO2. As a reaction SMILES: [Al+3:28].[BH4-:5].[CH2:33]1[O:34][CH2:35][CH2:36][CH2:37]1.[CH3:38][c:39]1[cH:40][cH:41][cH:42][cH:43][cH:44]1.[Ce+3:2].[Cl-:1].[Cl-:3].[Cl-:4].[H-:27].[H-:30].[H-:31].[H-:32].[Li+:29].[Na+:6].[O:7]1[CH2:8][O:9][c:10]2[c:11]1[cH:12][cH:13][c:14]([PH:16]([c:17]1[cH:18][c:19]3[c:20]([cH:24][cH:25]1)[O:21][CH2:22][O:23]3)=[O:26])[cH:15]2>>[BH3:5].[O:7]1[CH2:8][O:9][c:10]2[c:11]1[cH:12][cH:13][c:14]([PH:16][c:17]1[cH:18][c:19]3[c:20]([cH:24][cH:25]1)[O:21][CH2:22][O:23]3)[cH:15]2. Reactants: Cl(=O)(=O)(=O)O (perchloric acid), C(C)OC1(SSC=C1CC(C)(C)C)C(C)(C)C (3ethoxy-3-t-butyl-4-neopentyl 1,2 dithiole), O (water). Run in C(C)O (ethanol). The product is Cl(=O)(=O)(=O)[O-].C(C(C)(C)C)C1=C(S[S+]=C1)C(C)(C)C (4-neopentyl-3-tertiarybutyl 1,2 dithiolium perchlorate). Isolated yield 100.3%. RXN SMILES: C(O[C:4]1([C:14]([CH3:17])([CH3:16])[CH3:15])[C:8]([CH2:9][C:10]([CH3:13])([CH3:12])[CH3:11])=[CH:7][S:6][S:5]1)C.[Cl:18]([OH:22])(=[O:21])(=[O:20])=[O:19].O>C(O)C>[Cl:18]([O-:22])(=[O:21])(=[O:20])=[O:19].[CH2:9]([C:8]1[CH:7]=[S+:6][S:5][C:4]=1[C:14]([CH3:17])([CH3:16])[CH3:15])[C:10]([CH3:13])([CH3:12])[CH3:11] |f:4.5|. Reported procedure: A sample of 11.4 grams of 3ethoxy-3-t-butyl-4-neopentyl 1,2 dithiole dissolved in 15 grams of ethanol was treated with 14 grams of 70% perchloric acid. To the mixture was added 100 grams of water and the precipitate which formed was filtered off. There was isolated 13.7 grams (100% of theory) of 4-neopentyl-3-tertiarybutyl 1,2 dithiolium perchlorate. Reactants: [NH4+].[OH-] (NH4OH), C(=O)(OC(C)(C)C)N[C@H](CC1=CNC2=CC=CC=C12)C(=O)O (N-Boc-D-tryptophan), C1=CC=C2C(=C1)N=NN2O.O (HOBt monohydrate), C(CCl)Cl (EDC). Solvent: CCOC(=O)C (EtOAc), O (Water), CN(C)C=O (DMF). Conditions: time 18 hour. Yields the product NC([C@@H](CC1=CNC2=CC=CC=C12)NC(OC(C)(C)C)=O)=O ((R)-tert-butyl 1-amino-3-(1H-indol-3-yl)-1-oxopropan-2-ylcarbamate). Yield: 96.5%. As a reaction SMILES: [C:1]([NH:8][C@@H:9]([C:20]([OH:22])=O)[CH2:10][C:11]1[C:19]2[C:14](=[CH:15][CH:16]=[CH:17][CH:18]=2)[NH:13][CH:12]=1)([O:3][C:4]([CH3:7])([CH3:6])[CH3:5])=[O:2].C1C=C2[N:29]=NN(O)C2=CC=1.O.C(Cl)CCl.[NH4+].[OH-]>CN(C=O)C.CCOC(C)=O.O>[NH2:29][C:20](=[O:22])[C@H:9]([NH:8][C:1](=[O:2])[O:3][C:4]([CH3:5])([CH3:6])[CH3:7])[CH2:10][C:11]1[C:19]2[C:14](=[CH:15][CH:16]=[CH:17][CH:18]=2)[NH:13][CH:12]=1 |f:1.2,4.5|. Procedure: A solution of N-Boc-D-tryptophan (1.00 g, 3.29 mmol), HOBt monohydrate (0.600 g, 3.92 mmol) and EDC (0.820 g, 4.27 mmol) in DMF (12 mL) was stirred at room temperature for 2 h, conc. NH4OH (1.10 mL, ca. 15.4 mmol) was added. The mixture was stirred for 18 h. Water and EtOAc were added. The organic phase was separated, washed with 5% NaHCO3, dried over Na2SO4, concentrated in vacuo to give (R)-tert-butyl 1-amino-3-(1H-indol-3-yl)-1-oxopropan-2-ylcarbamate (0.963 g) Starting materials: [Ag+], COc1ccc2c(c1)c(C(C)CC=O)c(C)n2Cc1ccc(Br)cc1, CCO, O=[N+]([O-])[O-], [Na+], [OH-], O. Yields the product COc1ccc2c(c1)c(C(C)CC(=O)O)c(C)n2Cc1ccc(Br)cc1. As a reaction SMILES: [Ag+:36].[Br:1][c:2]1[cH:3][cH:4][c:5]([CH2:6][n:7]2[c:8]([CH3:23])[c:9]([CH:18]([CH2:19][CH:20]=[O:21])[CH3:22])[c:10]3[cH:11][c:12]([O:16][CH3:17])[cH:13][cH:14][c:15]23)[cH:24][cH:25]1.[CH3:29][CH2:30][OH:31].[N+:32]([O-:33])([O-:34])=[O:35].[Na+:27].[OH-:26].[OH2:28]>>[Br:1][c:2]1[cH:3][cH:4][c:5]([CH2:6][n:7]2[c:8]([CH3:23])[c:9]([CH:18]([CH2:19][C:20](=[O:21])[OH:26])[CH3:22])[c:10]3[cH:11][c:12]([O:16][CH3:17])[cH:13][cH:14][c:15]23)[cH:24][cH:25]1. The reactants are ClC1=C(C=C(C=C1)F)[N+](=O)[O-] (2-chloro-5-fluoronitrobenzene), O.O.O.O.O.O.O.O.O.[S-2].[Na+].[Na+] (sodium sulfide nonahydrate). Solvent: O (water). Reaction conditions: time 32 hour. Product: NC1=C(C=CC(=C1)F)S (2-Amino-4-fluorobenzenethiol). Yield: 24.4%. Reaction SMILES: Cl[C:2]1[CH:7]=[CH:6][C:5]([F:8])=[CH:4][C:3]=1[N+:9]([O-])=O.O.O.O.O.O.O.O.O.O.[S-2:21].[Na+].[Na+]>O>[NH2:9][C:3]1[CH:4]=[C:5]([F:8])[CH:6]=[CH:7][C:2]=1[SH:21] |f:1.2.3.4.5.6.7.8.9.10.11.12|. Reported procedure: To a solution of 2-chloro-5-fluoronitrobenzene (1.81 g, 10.31 mmol) dissolved in 30 mL of deionized water at room temperature was added sodium sulfide nonahydrate (9.90 g, 41.24 mmol) in a single portion. The resulting solution was heated to reflux and stirred under nitrogen for 32 hours. The resulting light yellow solution was then cooled to room temperature and was washed with 5×50 mL of ethyl acetate. The organic phase was dried over anhydrous magnesium sulfate, filtered, and evaporated to yi...